Dataset: the Open Reaction Database (ORD), a public repository of structured organic reaction records. Task: describe an organic reaction: reactants, conditions, products, and yield Reactants: NCCO\N=C\C=C\[C@@H]1[C@]2(C)[C@](CC1)([C@@H]1CC[C@@H]3C[C@H](CC[C@]3(C)[C@H]1CC2)O)O ((E,E)-17β-[3-(2-aminoethoxyimino)-1-propenyl]-5β-androstane-3β,14β-diol), [N+](=O)(O)[O-].C(N)(=N)N1N=C(C=C1C)C (1-amidino-3,5-dimethylpyrazole nitrate). Run in C(C)O (ethanol). The product is N(C(=N)N)CCON=C/C=C/[C@@H]1[C@]2(C)[C@](CC1)([C@@H]1CC[C@@H]3C[C@H](CC[C@]3(C)[C@H]1CC2)O)O (17β-[3-(EZ)-(2-Guanidinoethoxyimino)-1-(E)-propenyl]-5β-androstane-3β,14β-diol). The yield is 58.9%. As a reaction SMILES: [NH2:1][CH2:2][CH2:3][O:4]/[N:5]=[CH:6]/[CH:7]=[CH:8]/[C@H:9]1[CH2:14][CH2:13][C@:12]2([OH:29])[C@H:15]3[C@H:25]([CH2:26][CH2:27][C@:10]12[CH3:11])[C@:23]1([CH3:24])[C@@H:18]([CH2:19][C@@H:20]([OH:28])[CH2:21][CH2:22]1)[CH2:17][CH2:16]3.[N+]([O-])(O)=O.[C:34](N1C(C)=CC(C)=N1)(=[NH:36])[NH2:35]>C(O)C>[NH:1]([CH2:2][CH2:3][O:4][N:5]=[CH:6]/[CH:7]=[CH:8]/[C@H:9]1[CH2:14][CH2:13][C@:12]2([OH:29])[C@H:15]3[C@H:25]([CH2:26][CH2:27][C@:10]12[CH3:11])[C@:23]1([CH3:24])[C@@H:18]([CH2:19][C@@H:20]([OH:28])[CH2:21][CH2:22]1)[CH2:17][CH2:16]3)[C:34]([NH2:36])=[NH:35] |f:1.2|. Reported procedure: A solution of 1.00 g of (E,E)-17β-[3-(2-aminoethoxyimino)-1-propenyl]-5β-androstane-3β,14β-diol (I-ao) and 1.05 g of 1-amidino-3,5-dimethylpyrazole nitrate in 20 ml of ethanol was heated at reflux for 10 hrs. The solution was evaporated to dryness under reduced pressure and the crude product was ground with water and then with diethyl ether/ethanol to give 0.65 g of the title compound (I-as), as a nitrate, white solid. As a reaction SMILES: [Br-:26].[C:1]([c:2]1[cH:3][cH:4][cH:5][cH:6][cH:7]1)(=[O:8])[c:9]1[cH:10][cH:11][c:12]2[cH:13][cH:14][cH:15][c:16]([N:19]3[CH2:20][CH2:21][N:22]([CH3:25])[CH2:23][CH2:24]3)[c:17]2[cH:18]1.[CH2:36]1[O:37][CH2:38][CH2:39][CH2:40]1.[Cl-:34].[NH4+:35].[c:27]1([Mg+:33])[cH:28][cH:29][cH:30][cH:31][cH:32]1>>[C:1]([c:2]1[cH:3][cH:4][cH:5][cH:6][cH:7]1)([OH:8])([c:9]1[cH:10][cH:11][c:12]2[cH:13][cH:14][cH:15][c:16]([N:19]3[CH2:20][CH2:21][N:22]([CH3:25])[CH2:23][CH2:24]3)[c:17]2[cH:18]1)[c:27]1[cH:28][cH:29][cH:30][cH:31][cH:32]1. The product is CN1CCN(c2cccc3ccc(C(O)(c4ccccc4)c4ccccc4)cc23)CC1. Starting materials: [Br-], CN1CCN(c2cccc3ccc(C(=O)c4ccccc4)cc23)CC1, C1CCOC1, [Cl-], [NH4+], [Mg+]c1ccccc1. Reactants: FC1=C(COC=2C=C(C=O)C=C(C2)O)C=CC=C1 (3-(2-fluorobenzyloxy)-5-hydroxybenzaldehyde), OC=1C=C(C(=O)O)C=C(C1)O (3,5-dihydroxy benzoic acid). The product is FC1=C(COC=2C=C(C(=O)OC)C=C(C2)O)C=CC=C1 (Methyl 3-(2-fluorobenzyloxy)-5-hydroxybenzoate). RXN SMILES: [F:1][C:2]1[CH:18]=[CH:17][CH:16]=[CH:15][C:3]=1[CH2:4][O:5][C:6]1[CH:7]=[C:8]([CH:11]=[C:12]([OH:14])[CH:13]=1)[CH:9]=[O:10].[OH:19][C:20]1C=C(C=C(O)C=1)C(O)=O>>[F:1][C:2]1[CH:18]=[CH:17][CH:16]=[CH:15][C:3]=1[CH2:4][O:5][C:6]1[CH:7]=[C:8]([CH:11]=[C:12]([OH:14])[CH:13]=1)[C:9]([O:19][CH3:20])=[O:10]. Procedure: The same experimental conditions were used as described previously for the synthesis of 3-(2-fluorobenzyloxy)-5-hydroxybenzaldehyde (217a) except that the reaction began with 3,5-dihydroxy benzoic acid. The LC/MS gave a calculated and found (M+H+)=277. Conditions: time 1 hour. Product: OCCNC1=CC=C(C=C1)C(C(=O)OCC)C (Ethyl 2-[4-(2-hydroxyethylamino)phenyl]propionate). As a reaction SMILES: [CH2:1]1OC(O)C[O:3][CH:2]1O.[NH2:9][C:10]1[CH:15]=[CH:14][C:13]([CH:16]([CH3:21])[C:17]([O:19][CH3:20])=[O:18])=[CH:12][CH:11]=1.[BH3-][C:23]#N.[Na+]>CC#N>[OH:3][CH2:2][CH2:1][NH:9][C:10]1[CH:11]=[CH:12][C:13]([CH:16]([CH3:21])[C:17]([O:19][CH2:20][CH3:23])=[O:18])=[CH:14][CH:15]=1 |f:2.3|. Procedure details: Following the procedure of Himmelsbach, et. al., EP 0587134, Example V, glycolaldehyde dimer (Aldrich) (1 mmol) is added to a solution of methyl 2-(4-aminophenyl)propionate (1 mmol) in aqueous CH3CN (pH 6-7) (10 mL), followed by NaBH3CN (1.2 mmol), and the mixture is allowed to stir for 1 h. The mixture concentrated to an oil, and the residue is dissolved in a mixture of ice water and EtOAc. The aqueous layer is neutralized with 4N NaOH and washed with EtOAc. The organic phase is concentrated to... The reactants are C1C(OCC(O1)O)O (glycolaldehyde dimer), NC1=CC=C(C=C1)C(C(=O)OC)C (methyl 2-(4-aminophenyl)propionate), [BH3-]C#N.[Na+] (NaBH3CN). Solvent: CC#N (CH3CN).